Task: describe an organic reaction: reactants, conditions, products, and yield. Dataset: the Open Reaction Database (ORD), a public repository of structured organic reaction records Starting materials: C1(=CC=CC=C1)O (phenol), O (water), O (water), CC(C)(C=1C=CC(=CC1)O)C=2C=CC(=CC2)O (BPA). Solvent: CC(=O)C (acetone), CC(=O)C (acetone). Product: C1(=CC=CC=C1)O (phenol), C(=C)(C)C1=C(C=CC=C1)O (isopropenyl phenol). As a reaction SMILES: O.[CH3:2][C:3](C1C=CC(O)=CC=1)([C:5]1[CH:6]=[CH:7][C:8]([OH:11])=[CH:9][CH:10]=1)[CH3:4].[C:19]1([OH:25])[CH:24]=[CH:23][CH:22]=[CH:21][CH:20]=1>CC(C)=O>[C:8]1([OH:11])[CH:9]=[CH:10][CH:5]=[CH:6][CH:7]=1.[C:3]([C:20]1[CH:21]=[CH:22][CH:23]=[CH:24][C:19]=1[OH:25])([CH3:4])=[CH2:2]. Procedure: The mother liquor from the primary system contains water, acetone, impurities and residual BPA. This mother liquor is passed through preheaters into a flash chamber where the water, acetone and a portion of the phenol is flashed to a vapor. This vapor is fed to a distillation column for separating the water and acetone from the lower vapor pressure phenol. The bottoms stream from the flash chamber includes a concentration of impurities and residual BPA in a phenol carrier. From this stream, a sm... Starting materials: NC1=C(C(=CC(=C1)C)C(C)(C)C)O (2-amino-4-methyl-6-tertbutylphenol), N1=C(C=CC=C1)C=O (pyridine-2-carbaldehyde). Reagents/catalysts: C(=O)O (formic acid). Run in CO (methanol), CO (methanol). Run at time 2 hour. Product: O(C1=CC=CC=C1)C1=C(/N=C/C2=NC=CC=C2)C=C(C=C1C(C)(C)C)C (2-Phenoxy-3-tert-butyl-5-methyl-N-[(1E)-2-pyridylmethylene]aniline). Yield: 107.2%. RXN SMILES: [NH2:1][C:2]1[CH:7]=[C:6]([CH3:8])[CH:5]=[C:4]([C:9]([CH3:12])([CH3:11])[CH3:10])[C:3]=1[OH:13].[N:14]1[CH:19]=[CH:18][CH:17]=[CH:16][C:15]=1[CH:20]=O>CO.C(O)=O>[O:13]([C:3]1[C:4]([C:9]([CH3:10])([CH3:12])[CH3:11])=[CH:5][C:6]([CH3:8])=[CH:7][C:2]=1/[N:1]=[CH:20]/[C:15]1[CH:16]=[CH:17][CH:18]=[CH:19][N:14]=1)[C:2]1[CH:7]=[CH:6][CH:5]=[CH:4][CH:3]=1. Procedure details: To a slurry of 2-amino-4-methyl-6-tertbutylphenol (0.70 g, 3.90 mmol) in 5 mL methanol, a methanol solution of pyridine-2-carbaldehyde (0.418 g, 3.90 mmol) was slowly added, forming a dark orange solution. Two drops formic acid were added, quickly forming a yellow precipitate. This was stirred for 2 hr, then collected on a frit, washed with cold methanol and dried under vacuum to yield 0.72 g of 12 (69%). The reactants are C1COCCO1, CC(C)CCCC(C)C1CCC2C3CC=C4CC(O)CCC4(C)C3CCC12C, CN(C)c1ccncc1, Cl, O=C1CCC(=O)O1. Product: CC(C)CCCC(C)C1CCC2C3CC=C4CC(OC(=O)CCC(=O)O)CCC4(C)C3CCC12C. Reaction SMILES: [CH2:37]1[O:38][CH2:39][CH2:40][O:41][CH2:42]1.[CH3:1][CH:2]([CH3:3])[CH2:4][CH2:5][CH2:6][CH:7]([CH3:8])[CH:9]1[CH2:10][CH2:11][CH:12]2[CH:13]3[CH2:14][CH:15]=[C:16]4[CH2:17][CH:18]([OH:19])[CH2:20][CH2:21][C:22]4([CH3:23])[CH:24]3[CH2:25][CH2:26][C:27]12[CH3:28].[CH3:43][N:44]([CH3:45])[c:46]1[cH:47][cH:48][n:49][cH:50][cH:51]1.[ClH:36].[O:29]=[C:30]1[CH2:31][CH2:32][C:33](=[O:34])[O:35]1>>[CH3:1][CH:2]([CH3:3])[CH2:4][CH2:5][CH2:6][CH:7]([CH3:8])[CH:9]1[CH2:10][CH2:11][CH:12]2[CH:13]3[CH2:14][CH:15]=[C:16]4[CH2:17][CH:18]([O:19][C:33]([CH2:32][CH2:31][C:30](=[O:29])[OH:35])=[O:34])[CH2:20][CH2:21][C:22]4([CH3:23])[CH:24]3[CH2:25][CH2:26][C:27]12[CH3:28]. Reactants: CC(C)(C)OC(=O)N1CC2CNCC(C1)O2, N#Cc1ccc(CBr)cc1, O=C([O-])[O-], CC#N, [K+], [K+]. Yields the product CC(C)(C)OC(=O)N1CC2CN(Cc3ccc(C#N)cc3)CC(C1)O2. Reaction SMILES: [C:11]([CH3:12])([CH3:13])([CH3:14])[O:15][C:16](=[O:17])[N:18]1[CH2:19][CH:20]2[CH2:21][NH:22][CH2:23][CH:24]([CH2:25]1)[O:26]2.[C:1](#[N:2])[c:3]1[cH:4][cH:5][c:6]([CH2:7][Br:8])[cH:9][cH:10]1.[C:27](=[O:28])([O-:29])[O-:30].[CH3:33][C:34]#[N:35].[K+:31].[K+:32]>>[C:1](#[N:2])[c:3]1[cH:4][cH:5][c:6]([CH2:7][N:22]2[CH2:21][CH:20]3[CH2:19][N:18]([C:16]([O:15][C:11]([CH3:12])([CH3:13])[CH3:14])=[O:17])[CH2:25][CH:24]([CH2:23]2)[O:26]3)[cH:9][cH:10]1. Yields the product C(\C=C\C(=O)O)(=O)O.C(C)(C)NC(CC1=NC=C(C=C1)O)C (2-(2-isopropylaminopropyl)-5-pyridinol monofumarate). Starting materials: C(C)(C)NC(CC1=NC=C(C=C1)O)C (2-(2-isopropylaminopropyl)-5-pyridinol), C(\C=C\C(=O)O)(=O)O (fumaric acid). Run in O (water). As a reaction SMILES: [CH:1]([NH:4][CH:5]([CH3:14])[CH2:6][C:7]1[CH:12]=[CH:11][C:10]([OH:13])=[CH:9][N:8]=1)([CH3:3])[CH3:2].[C:15]([OH:22])(=[O:21])/[CH:16]=[CH:17]/[C:18]([OH:20])=[O:19]>O>[C:15]([OH:22])(=[O:21])/[CH:16]=[CH:17]/[C:18]([OH:20])=[O:19].[CH:1]([NH:4][CH:5]([CH3:14])[CH2:6][C:7]1[CH:12]=[CH:11][C:10]([OH:13])=[CH:9][N:8]=1)([CH3:3])[CH3:2] |f:3.4|. Reported procedure: To the suspension of 116 g of 2-(2-isopropylaminopropyl)-5-pyridinol and 310 ml of water, 65 g of fumaric acid are added while stirring at 70° under nitrogen. The resulting clear solution is stirred at 20° overnight, the precipitate formed filtered off and washed 3 times with 15 ml of cold water each. 873 g thereof (from several batches) are dissolved in 2,100 ml of water at 70°, the solution filtered hot and the filtrate stirred at room temperature under nitrogen for 2 days. The resulting suspe... Yields the product C(C)(C)(C)OC(=O)N1C[C@H](C[C@H]1C(NC)=O)NC1=C(C(=O)NCC2=CC(=C(C=C2)OC)OC)C=C(C=C1)[N+](=O)[O-] (2-[(3S,5S)-1-(tert-butoxycarbonyl)-5-(methylcarbamoyl)pyrrolidin-3-ylamino]-N-(3,4-dimethoxylbenzyl)-5-nitrobenzamide). Reaction conditions: time 1 day. Reaction SMILES: [C:1]([O:5][C:6]([N:8]1[C@H:12]([C:13]([O:15]C)=O)[CH2:11][C@H:10]([NH:17][C:18]2[CH:37]=[CH:36][C:35]([N+:38]([O-:40])=[O:39])=[CH:34][C:19]=2[C:20]([NH:22][CH2:23][C:24]2[CH:29]=[CH:28][C:27]([O:30][CH3:31])=[C:26]([O:32][CH3:33])[CH:25]=2)=[O:21])[CH2:9]1)=[O:7])([CH3:4])([CH3:3])[CH3:2].[CH3:41][NH2:42]>CO>[C:1]([O:5][C:6]([N:8]1[C@H:12]([C:13](=[O:15])[NH:42][CH3:41])[CH2:11][C@H:10]([NH:17][C:18]2[CH:37]=[CH:36][C:35]([N+:38]([O-:40])=[O:39])=[CH:34][C:19]=2[C:20]([NH:22][CH2:23][C:24]2[CH:29]=[CH:28][C:27]([O:30][CH3:31])=[C:26]([O:32][CH3:33])[CH:25]=2)=[O:21])[CH2:9]1)=[O:7])([CH3:2])([CH3:4])[CH3:3]. Run in CO (methanol). Starting materials: C(C)(C)(C)OC(=O)N1C[C@H](C[C@H]1C(=O)OC)NC1=C(C(=O)NCC2=CC(=C(C=C2)OC)OC)C=C(C=C1)[N+](=O)[O-] (2-[(3S,5S)-1-(tert-butoxycarbonyl)-5-(methoxycarbonyl)pyrrolidin-3-ylamino]-N-(3,4-dimethoxylbenzyl)-5-nitrobenzamide), CN (methylamine). Procedure: A mixture of 2-[(3S,5S)-1-(tert-butoxycarbonyl)-5-(methoxycarbonyl)pyrrolidin-3-ylamino]-N-(3,4-dimethoxylbenzyl)-5-nitrobenzamide (143 mg) and 30% methanol solution of methylamine (4 mL) was stirred for one day at ambient temperature. After evaporation of the solvent, the residue was partitioned between ethyl acetate and water. The organic layer was separated, washed with brine and dried over magnesium sulfate. The residue was subjected to a silica gel column chromatography eluting with ethyl a... Starting materials: CC(C)(C)OC(=O)NC1CCC(O)C1, COCCN(CCOC)S(F)(F)F, ClCCl. Yields the product CC(C)(C)OC(=O)NC1CCC(F)C1. RXN SMILES: [C:1]([CH3:2])([CH3:3])([CH3:4])[O:5][C:6]([NH:7][CH:8]1[CH2:9][CH:10]([OH:13])[CH2:11][CH2:12]1)=[O:14].[CH3:15][O:16][CH2:17][CH2:18][N:19]([S:20]([F:21])([F:22])[F:25])[CH2:23][CH2:24][O:26][CH3:27].[Cl:28][CH2:29][Cl:30]>>[C:1]([CH3:2])([CH3:3])([CH3:4])[O:5][C:6]([NH:7][CH:8]1[CH2:9][CH:10]([F:25])[CH2:11][CH2:12]1)=[O:14]. Starting materials: IC (Iodomethane), C(C)(C)(C)ON=C1C=C(OC2=CC(=CC=C12)C#CC1=CC(=CC=C1)N)C=1N=CC2=CC=CC=C2C1 (7-(3-aminophenylethynyl)-2-(Isoquinolin-3-yl)-chromen-4-one O-tert-butyl oxime), [H-].[Na+] (sodium hydride). Solvent: CN(C=O)C (dimethylformamide), CN(C)C=O (DMF). Run at time 1 hour. Product: C(C)(C)(C)ON=C1C=C(OC2=CC(=CC=C12)C#CC1=CC(=CC=C1)NC)C=1N=CC2=CC=CC=C2C1 (2-Isoquinolin-3-yl-7-{3-methylaminophenylethynyl}-chromen-4-one O-tert-butyl oxime). The yield is 48.0%. Reaction SMILES: [C:1]([O:5][N:6]=[C:7]1[C:16]2[C:11](=[CH:12][C:13]([C:17]#[C:18][C:19]3[CH:24]=[CH:23][CH:22]=[C:21]([NH2:25])[CH:20]=3)=[CH:14][CH:15]=2)[O:10][C:9]([C:26]2[N:27]=[CH:28][C:29]3[C:34]([CH:35]=2)=[CH:33][CH:32]=[CH:31][CH:30]=3)=[CH:8]1)([CH3:4])([CH3:3])[CH3:2].[H-].[Na+].I[CH3:39]>CN(C)C=O>[C:1]([O:5][N:6]=[C:7]1[C:16]2[C:11](=[CH:12][C:13]([C:17]#[C:18][C:19]3[CH:24]=[CH:23][CH:22]=[C:21]([NH:25][CH3:39])[CH:20]=3)=[CH:14][CH:15]=2)[O:10][C:9]([C:26]2[N:27]=[CH:28][C:29]3[C:34]([CH:35]=2)=[CH:33][CH:32]=[CH:31][CH:30]=3)=[CH:8]1)([CH3:4])([CH3:2])[CH3:3] |f:1.2|. Procedure: A solution of 7-(3-aminophenylethynyl)-2-(Isoquinolin-3-yl)-chromen-4-one O-tert-butyl oxime (tert-butyl protected oxime of example 29) (127 mg, 0.286 mmol) in dimethylformamide (3 ml) was added to a cold suspension of sodium hydride (60% in mineral oil, 24 mg, 0.608 mmol) in DMF (1 ml). The reaction mixture was stirred for 1 hour at room temperature and cooled to 0° C. Iodomethane (43 μl, 0.690 mmol) was added and the solution was stirred at room temperature for 18 hours. The mixture was poured... The reactants are CCO, COC(=O)c1ccc2cccc(C(C)C)cc1-2, Cl, [K+], [OH-], O. Yields the product CC(C)c1cccc2ccc(C(=O)O)c-2c1. As a reaction SMILES: [CH3:21][CH2:22][OH:23].[CH3:3][O:4][C:5](=[O:6])[c:7]1[cH:8][cH:9][c:10]2[cH:11][cH:12][cH:13][c:14]([CH:17]([CH3:18])[CH3:19])[cH:15][c:16]1-2.[ClH:20].[K+:2].[OH-:1].[OH2:24]>>[O:4]=[C:5]([OH:6])[c:7]1[cH:8][cH:9][c:10]2[cH:11][cH:12][cH:13][c:14]([CH:17]([CH3:18])[CH3:19])[cH:15][c:16]1-2. The reactants are CC1=C(CBr)C=CC=C1C(C(C1=CC=CC=C1)(F)F)(F)F (2-methyl-3-(α,α,β,β-tetrafluorophenethyl)-benzyl bromide), C1(C=2C(C(N1)=O)=CC=CC2)=O.[K] (potassium phthalimide). Run in CN(C=O)C (dimethylformamide). The product is CC1=C(CN2C(C=3C(C2=O)=CC=CC3)=O)C=CC=C1C(C(C1=CC=CC=C1)(F)F)(F)F (N-[2-Methyl-3-(α,α,β,β-tetrafluorophenethyl)-benzyl]-phthalimide). Reaction SMILES: [CH3:1][C:2]1[C:9]([C:10]([F:21])([F:20])[C:11]([F:19])([F:18])[C:12]2[CH:17]=[CH:16][CH:15]=[CH:14][CH:13]=2)=[CH:8][CH:7]=[CH:6][C:3]=1[CH2:4]Br.[C:22]1(=[O:32])[NH:26][C:25](=[O:27])[C:24]2=[CH:28][CH:29]=[CH:30][CH:31]=[C:23]12.[K]>CN(C)C=O>[CH3:1][C:2]1[C:9]([C:10]([F:21])([F:20])[C:11]([F:19])([F:18])[C:12]2[CH:17]=[CH:16][CH:15]=[CH:14][CH:13]=2)=[CH:8][CH:7]=[CH:6][C:3]=1[CH2:4][N:26]1[C:25](=[O:27])[C:24]2=[CH:28][CH:29]=[CH:30][CH:31]=[C:23]2[C:22]1=[O:32] |f:1.2,^1:32|. Procedure: A mixture of 8.02 g. (0.022 mole) of 2-methyl-3-(α,α,β,β-tetrafluorophenethyl)-benzyl bromide, 4.10 g. (0.022 mole) of potassium phthalimide, and 40 ml. of dimethylformamide is stirred 30 minutes at room temperature, 4 hours at 95°C., and 3 hours at reflux. The cooled mixture is diluted with 100 ml. of chloroform and washed with 150 ml. of water. After re-extraction of the aqueous layer with chloroform, the combined organic extracts are washed with 0.1 N. sodium hydroxide, water, dried over anhy...